This data is from the Open Reaction Database (ORD), a public repository of structured organic reaction records. The task is: describe an organic reaction: reactants, conditions, products, and yield Starting materials: CC1(C)OB(c2c(CBr)ccc3ccccc23)OC1(C)C, Cc1ccccc1N, [K+], [K+], O=C([O-])[O-], CN(C)C=O, O. The product is Cc1ccccc1NCc1ccc2ccccc2c1B1OC(C)(C)C(C)(C)O1. As a reaction SMILES: [Br:15][CH2:16][c:17]1[c:18]([B:27]2[O:28][C:29]([CH3:34])([CH3:35])[C:30]([CH3:32])([CH3:33])[O:31]2)[c:19]2[cH:20][cH:21][cH:22][cH:23][c:24]2[cH:25][cH:26]1.[CH3:7][c:8]1[c:9]([NH2:10])[cH:11][cH:12][cH:13][cH:14]1.[K+:1].[K+:2].[O-:3][C:4]([O-:5])=[O:6].[O:37]=[CH:38][N:39]([CH3:40])[CH3:41].[OH2:36]>>[CH3:7][c:8]1[c:9]([NH:10][CH2:16][c:17]2[c:18]([B:27]3[O:28][C:29]([CH3:34])([CH3:35])[C:30]([CH3:32])([CH3:33])[O:31]3)[c:19]3[cH:20][cH:21][cH:22][cH:23][c:24]3[cH:25][cH:26]2)[cH:11][cH:12][cH:13][cH:14]1. The reactants are C(C)(=O)OC1=C(C=CC=C1)C(NC=1SC(=CN1)S(=O)C)=O (2-(5-(methylsulfinyl)thiazol-2-ylcarbamoyl)phenyl acetate), Cl (HCl). The solvent is C1CCOC1 (THF). Run at time 1 hour. Yields the product OC1=C(C(=O)NC=2SC(=CN2)S(=O)C)C=CC=C1 (2-hydroxy-N-(5-(methylsulfinyl)thiazol-2-yl)benzamide). Reaction SMILES: C([O:4][C:5]1[CH:10]=[CH:9][CH:8]=[CH:7][C:6]=1[C:11](=[O:21])[NH:12][C:13]1[S:14][C:15]([S:18]([CH3:20])=[O:19])=[CH:16][N:17]=1)(=O)C.Cl>C1COCC1>[OH:4][C:5]1[CH:10]=[CH:9][CH:8]=[CH:7][C:6]=1[C:11]([NH:12][C:13]1[S:14][C:15]([S:18]([CH3:20])=[O:19])=[CH:16][N:17]=1)=[O:21]. Procedure: A solution of 11 (1.0 g, 3.1 mmol) is dissolved in THF (20 mL) and is added under stirring to 2M HCl (100 mL). The reaction is refluxed for one hour and is allowed to cool under stirring over one hour. The product is filtered using a sintered glass funnel, washed with distilled water and THF and dried in high vacuum and affords 12 as a colorless solid.